From a dataset of the Open Reaction Database (ORD), a public repository of structured organic reaction records. describe an organic reaction: reactants, conditions, products, and yield Starting materials: Cc1onc(-c2ccc(F)cn2)c1C(O)Cc1ncc(C(=O)O)s1, O=S(=O)(O)O. Product: Cc1onc(-c2ccc(F)cn2)c1C=Cc1ncc(C(=O)O)s1. RXN SMILES: [F:6][c:7]1[cH:8][cH:9][c:10](-[c:13]2[n:14][o:15][c:16]([CH3:29])[c:17]2[CH:18]([CH2:19][c:20]2[s:21][c:22]([C:25](=[O:26])[OH:27])[cH:23][n:24]2)[OH:28])[n:11][cH:12]1.[S:1](=[O:2])(=[O:3])([OH:4])[OH:5]>>[F:6][c:7]1[cH:8][cH:9][c:10](-[c:13]2[n:14][o:15][c:16]([CH3:29])[c:17]2[CH:18]=[CH:19][c:20]2[s:21][c:22]([C:25](=[O:26])[OH:27])[cH:23][n:24]2)[n:11][cH:12]1. The reactants are [H][H] (H-H), O=O (oxygen), C(C)(=S)O (thioacetic acid), O=O (oxygen), C(C)(=O)OC1CC(N1)=O (4-acetoxy-2-azetidinone). Run at time 0.5 hour. The product is C(C)(=O)SC1CC(N1)=O (4-Acetylthio-2-azetidinone). The yield is 91.0%. As a reaction SMILES: O=O.[C:3]([OH:6])(=[S:5])[CH3:4].C(O[CH:11]1[NH:14][C:13](=[O:15])[CH2:12]1)(=O)C.[H][H]>>[C:3]([S:5][CH:11]1[NH:14][C:13](=[O:15])[CH2:12]1)(=[O:6])[CH3:4]. Reported procedure: To a cold (0°-5° C.) oxygen-free 1 N NaOH solution (27.5 ml.) was added thioacetic acid (2.09 g., 27.5 mmole) at such a rate that the temperature was maintained between 0°-5° C. The resulting solution was added dropwise (over 20 min.) to a cold (0.5° C.) oxygen-free aqueous solution (11 ml.) of 4-acetoxy-2-azetidinone (3.23 g., 25 mmole) [prepared in Liebigs Ann. Chem., 539 (1974)]. The reaction mixture was stirred under a nitrogen atmosphere for 0.5 hr. at 0°-5° C. and for 2-2.5 hr. at 23°-25° ... Reactants: C([O-])([O-])=O.[Na+].[Na+] (sodium carbonate), ClC1=NC=C(C(=N1)Cl)Cl (2,4,5-trichloro-pyrimidine), [Cl-].[Li+] (lithium chloride), COB(O)C1=CC=C(C=C1)C(=O)O (4-carboxyphenyl boronic acid methyl ester), tetrakis triphenylphosphine palladium. Solvent: COCCOC (1,2-dimethoxyethane), C(C)(=O)OCC (ethyl acetate). Conditions: temperature 80 celsius. The product is COC(C1=CC=C(C=C1)C1=NC(=NC=C1Cl)Cl)=O (4-(2,5-dichloro-pyrimidin-4-yl)-benzoic acid methyl ester). As a reaction SMILES: [Cl:1][C:2]1[N:7]=[C:6](Cl)[C:5]([Cl:9])=[CH:4][N:3]=1.COB([C:14]1[CH:19]=[CH:18][C:17]([C:20]([OH:22])=[O:21])=[CH:16][CH:15]=1)O.[Cl-].[Li+].[C:25](=O)([O-])[O-].[Na+].[Na+]>C(OCC)(=O)C.COCCOC>[CH3:25][O:22][C:20](=[O:21])[C:17]1[CH:16]=[CH:15][C:14]([C:6]2[C:5]([Cl:9])=[CH:4][N:3]=[C:2]([Cl:1])[N:7]=2)=[CH:19][CH:18]=1 |f:2.3,4.5.6|. Reported procedure: In a flask was added 2,4,5-trichloro-pyrimidine (1.3 equivalents, 2.66 g, 14.6 mmol), the commercially available 4-carboxyphenyl boronic acid methyl ester (1.0 equivalent, 2.02 g, 11.2 mmol), tetrakis triphenylphosphine palladium (0.1 equivalent, 1.3 g, 1.12 mmol), lithium chloride (3.0 equivalents, 1.4 g, 33.6 mmol), sodium carbonate (2N, 5 mL) and 1,2-dimethoxyethane (20 mL). The resulting mixture was heat at 80° C. for 24 hours then dissolved in ethyl acetate, washed with hydrochloric acid (1... The reactants are C(C)(C)N(CC)C(C)C (diisopropylethylamine), OC(=O)CCCC[C@@H]1SC[C@@H]2NC(=O)N[C@H]12 (Biotin), ON1N=NC2=C1C=CC=C2 (N-hydroxybenzotriazole), N([C@@H](CCCCN)C(=O)O)C(=O)OCC1C2=CC=CC=C2C2=CC=CC=C12 (Fmoc-Lys), FC(C(=O)O)(F)F (trifluoroacetic acid), C(C)(C)[SiH](C(C)C)C(C)C (triisopropylsilane). The solvent is CN1CCCC1=O (NMP), C(Cl)Cl (DCM). Reaction conditions: time 1 hour. Yields the product N([C@@H](CCCCNC(=O)CCCC[C@@H]1SC[C@@H]2NC(=O)N[C@H]12)C(=O)O)C(=O)OCC1C2=CC=CC=C2C2=CC=CC=C12 (Fmoc-Lys(Biotin)). Reaction SMILES: [NH:1]([C:11]([O:13][CH2:14][CH:15]1[C:27]2[C:22](=[CH:23][CH:24]=[CH:25][CH:26]=2)[C:21]2[C:16]1=[CH:17][CH:18]=[CH:19][CH:20]=2)=[O:12])[C@H:2]([C:8]([OH:10])=[O:9])[CH2:3][CH2:4][CH2:5][CH2:6][NH2:7].FC(F)(F)C(O)=O.C([SiH](C(C)C)C(C)C)(C)C.[OH:45][C:46]([CH2:48][CH2:49][CH2:50][CH2:51][C@H:52]1[C@@H:60]2[C@@H:55]([NH:56][C:57]([NH:59]2)=[O:58])[CH2:54][S:53]1)=O.ON1C2C=CC=CC=2N=N1.C(N(C(C)C)CC)(C)C>C(Cl)Cl.CN1C(=O)CCC1>[NH:1]([C:11]([O:13][CH2:14][CH:15]1[C:16]2[C:21](=[CH:20][CH:19]=[CH:18][CH:17]=2)[C:22]2[C:27]1=[CH:26][CH:25]=[CH:24][CH:23]=2)=[O:12])[C@H:2]([C:8]([OH:10])=[O:9])[CH2:3][CH2:4][CH2:5][CH2:6][NH:7][C:46]([CH2:48][CH2:49][CH2:50][CH2:51][C@H:52]1[C@@H:60]2[C@@H:55]([NH:56][C:57]([NH:59]2)=[O:58])[CH2:54][S:53]1)=[O:45]. Procedure: Fmoc-Lys (mtt)-Resin was stirred with a mixture of 1% trifluoroacetic acid (TFA) and 0.1% triisopropylsilane (TIS) in DCM at 0° C. for 30 min and then for one hour at room temperature. Then, the resin was washed with NMP and DCM, and dried in vacuum. 2.68 gr. of loaded resin were obtained. This resin was then swelled with 25 ml NMP in the Presence of 930 mg Biotin, 1.44 gr. O-benzotriazole-N,N,N′,N′-tetramethyl-uronium-hexafluophosphate (HBTU), 513 mg N-hydroxybenzotriazole (HOBt) and 1 ml of di... The reactants are Cl.C1(=CC=C(C=C1)OCCN)C1=CC=CC=C1 (2-([1,1'-biphenyl]4-yloxy)ethylamine hydrochloride), C(=O)(Cl)Cl (phosgene), CNO (N-methylhydroxylamine). The product is C1(=CC=C(C=C1)OCCNC(=O)N(C)O)C1=CC=CC=C1 (N-[2-([1,1'-biphenyl]-4-yloxy)ethyl]N'-hydroxy-N'-methylurea). Reaction SMILES: Cl.[C:2]1([C:12]2[CH:17]=[CH:16][CH:15]=[CH:14][CH:13]=2)[CH:7]=[CH:6][C:5]([O:8][CH2:9][CH2:10][NH2:11])=[CH:4][CH:3]=1.[C:18](Cl)(Cl)=[O:19].[CH3:22][NH:23][OH:24]>>[C:2]1([C:12]2[CH:13]=[CH:14][CH:15]=[CH:16][CH:17]=2)[CH:3]=[CH:4][C:5]([O:8][CH2:9][CH2:10][NH:11][C:18]([N:23]([OH:24])[CH3:22])=[O:19])=[CH:6][CH:7]=1 |f:0.1|. Reported procedure: This hydrochloride was converted to the title compound by treatment with phosgene and N-methylhydroxylamine as in Example 32 above. Recrystallization from methanol-water provided a white powder (0.46 g, 25% yield), mp 178°-179° C. (dec). Reactants: C1CCOC1, CC(=O)[O-], COC(=O)C1=Cc2ccccc2-c2c(C3CCCCC3)c3ccc(C(=O)OC)cc3n2C1, [NH4+]. Yields the product COC(=O)c1ccc2c(C3CCCCC3)c3n(c2c1)CC(C(=O)O)=Cc1ccccc1-3. RXN SMILES: [CH2:38]1[O:39][CH2:40][CH2:41][CH2:42]1.[CH3:34][C:35](=[O:36])[O-:37].[CH:1]1([c:7]2[c:8]3[cH:9][cH:10][c:11]([C:29](=[O:30])[O:31][CH3:32])[cH:12][c:13]3[n:14]3[c:15]2-[c:16]2[c:17]([cH:25][cH:26][cH:27][cH:28]2)[CH:18]=[C:19]([C:21](=[O:22])[O:23][CH3:24])[CH2:20]3)[CH2:2][CH2:3][CH2:4][CH2:5][CH2:6]1.[NH4+:33]>>[CH:1]1([c:7]2[c:8]3[cH:9][cH:10][c:11]([C:29](=[O:30])[O:31][CH3:32])[cH:12][c:13]3[n:14]3[c:15]2-[c:16]2[c:17]([cH:25][cH:26][cH:27][cH:28]2)[CH:18]=[C:19]([C:21](=[O:22])[OH:23])[CH2:20]3)[CH2:2][CH2:3][CH2:4][CH2:5][CH2:6]1. Procedure details: 26.0 g of 2,3-dibromopropionyl isocyanate in 100 ml of toluene are added dropwise at 5 to 10° C to a solution of 14.5 g of 1-aminonaphthalene in 200 ml of dry benzene. After stirring for 2 hours at 20° C., the reaction product is diluted with petroleum ether, filtered and dried. Yield: 35.0 g, m.p: 194° - 195° C. (decomp.). The product is C1(=CC=CC2=CC=CC=C12)NC(=O)NC(C(CBr)Br)=O (N-(1-naphthyl)-N'-(2,3-dibromopropionyl)-urea). As a reaction SMILES: [Br:1][CH:2]([CH2:8][Br:9])[C:3]([N:5]=[C:6]=[O:7])=[O:4].[NH2:10][C:11]1[C:20]2[C:15](=[CH:16][CH:17]=[CH:18][CH:19]=2)[CH:14]=[CH:13][CH:12]=1>C1(C)C=CC=CC=1.C1C=CC=CC=1>[C:11]1([NH:10][C:6]([NH:5][C:3](=[O:4])[CH:2]([Br:1])[CH2:8][Br:9])=[O:7])[C:20]2[C:15](=[CH:16][CH:17]=[CH:18][CH:19]=2)[CH:14]=[CH:13][CH:12]=1. The reactants are BrC(C(=O)N=C=O)CBr (2,3-dibromopropionyl isocyanate), NC1=CC=CC2=CC=CC=C12 (1-aminonaphthalene). Solvent: C1(=CC=CC=C1)C (toluene), C1=CC=CC=C1 (benzene), petroleum ether. Reaction conditions: temperature 20 celsius, time 2 hour.